From a dataset of the Open Reaction Database (ORD), a public repository of structured organic reaction records. describe an organic reaction: reactants, conditions, products, and yield Starting materials: BrCCCCCCCC (1-Bromooctane), [Mg] (magnesium), C1CCOC1 (THF), O1CNCC1 (Oxazolidine), Cl (HCl). The reagents and catalysts are II (iodine). The solvent is C1(=CC=CC=C1)C (toluene). Reaction conditions: temperature 5 celsius, time 2 hour. Yields the product OCCN1C(COCC1)CCCCCCCC (4-(2-Hydroxyethyl)-3-(1-octyl)morpholine). RXN SMILES: Br[CH2:2][CH2:3][CH2:4][CH2:5][CH2:6][CH2:7][CH2:8][CH3:9].[Mg].[O:11]1[CH2:15][CH2:14][NH:13]C1.Cl.[CH2:17]1[CH2:21][O:20][CH2:19][CH2:18]1>C1(C)C=CC=CC=1.II>[OH:11][CH2:15][CH2:14][N:13]1[CH2:17][CH2:21][O:20][CH2:19][CH:18]1[CH2:2][CH2:3][CH2:4][CH2:5][CH2:6][CH2:7][CH2:8][CH3:9]. Procedure details: 25 g of 1-Bromooctane were slowly added to a suspension of 3.5 g of magnesium and 7.5 mg of iodine in 41 ml of THF at 65° C. The reaction mixture was stirred at the same temperature for 2 h. When the corresponding Grignard compound was prepared, the mixture was cooled down at 5° C. and a solution of 16.7 g of Oxazolidine (II) in 40 ml of toluene was added in 1 hour. The mixture was stirred at 5° C. for 30 min. and the reaction was warmed up until room temperature. The mixture was added to an aqu... Reactants: C1CCOC1, COC(=O)CNCCc1ccc(NC(=O)c2ccccc2-c2ccc(C(F)(F)F)cc2)c(C(=O)N(C)C)c1, [Na+], [OH-]. The product is CN(C)C(=O)c1cc(CCNCC(=O)O)ccc1NC(=O)c1ccccc1-c1ccc(C(F)(F)F)cc1. As a reaction SMILES: [CH2:41]1[O:42][CH2:43][CH2:44][CH2:45]1.[CH3:1][O:2][C:3]([CH2:4][NH:5][CH2:6][CH2:7][c:8]1[cH:9][c:10]([C:33]([N:34]([CH3:35])[CH3:36])=[O:37])[c:11]([NH:14][C:15](=[O:16])[c:17]2[c:18](-[c:23]3[cH:24][cH:25][c:26]([C:29]([F:30])([F:31])[F:32])[cH:27][cH:28]3)[cH:19][cH:20][cH:21][cH:22]2)[cH:12][cH:13]1)=[O:38].[Na+:40].[OH-:39]>>[O:2]=[C:3]([CH2:4][NH:5][CH2:6][CH2:7][c:8]1[cH:9][c:10]([C:33]([N:34]([CH3:35])[CH3:36])=[O:37])[c:11]([NH:14][C:15](=[O:16])[c:17]2[c:18](-[c:23]3[cH:24][cH:25][c:26]([C:29]([F:30])([F:31])[F:32])[cH:27][cH:28]3)[cH:19][cH:20][cH:21][cH:22]2)[cH:12][cH:13]1)[OH:38]. The reactants are CSC1=C(C=CC(=C1)C(C(F)(F)F)(C(F)(F)F)O)CCC(=O)OC (2-methylthio-4-[2,2,2-trifluoro-1-hydroxy-1-(trifluoromethyl)ethyl]benzenepropanoic acid, methyl ester), Cl (hydrochloric acid). Solvent: [OH-].[Na+] (sodium hydroxide). The product is CSC1=C(C=CC(=C1)C(C(F)(F)F)(C(F)(F)F)O)CCC(=O)O (2-methylthio-4-[2,2,2-trifluoro-1-hydroxy-1-(trifluoromethyl)ethyl]benzenepropanoic acid). RXN SMILES: [CH3:1][S:2][C:3]1[CH:8]=[C:7]([C:9]([OH:18])([C:14]([F:17])([F:16])[F:15])[C:10]([F:13])([F:12])[F:11])[CH:6]=[CH:5][C:4]=1[CH2:19][CH2:20][C:21]([O:23]C)=[O:22].Cl>[OH-].[Na+]>[CH3:1][S:2][C:3]1[CH:8]=[C:7]([C:9]([OH:18])([C:10]([F:11])([F:12])[F:13])[C:14]([F:16])([F:17])[F:15])[CH:6]=[CH:5][C:4]=1[CH2:19][CH2:20][C:21]([OH:23])=[O:22] |f:2.3|. Procedure details: To a solution of 3,4-dihydro-7-[2,2,2-trifluoro-1-hydroxy-1-(trifluoromethyl)ethyl]-2H-1-benzothiapyran-2-one in dimethylacetamide can be added a one molar excess of sodium hydroxide in methanol. The resulting solution should be heated, and a one molar excess of methyl iodide should be added with stirring. From the resulting reaction mixture can be isolated 2-methylthio-4-[2,2,2-trifluoro-1-hydroxy-1-(trifluoromethyl)ethyl]benzenepropanoic acid, methyl ester. This ester should be dissolved in an...